This data is from the Open Reaction Database (ORD), a public repository of structured organic reaction records. The task is: describe an organic reaction: reactants, conditions, products, and yield Reactants: CO (methanol), product, C1=CC=CC=C1 (benzene), C1(=CC=CC=C1)NCC(=O)NC1=C(C=C(C=C1)S(N)(=O)=O)Cl (2-Phenylamino-N-(2-chloro-4-sulphamoylphenyl)-acetamide), product, C=O (paraformaldehyde). Solvent: CN(C=O)C (dimethylformamide), O (water). Reaction conditions: time 24 hour. The product is C1(=CC=CC=C1)N1CN(C(C1)=O)C1=C(C=C(C=C1)S(N)(=O)=O)Cl (1-Phenyl-3-(2-chloro-4-sulphamoylphenyl)-imidazolidin-4-one). As a reaction SMILES: [C:1]1([NH:7][CH2:8][C:9]([NH:11][C:12]2[CH:17]=[CH:16][C:15]([S:18](=[O:21])(=[O:20])[NH2:19])=[CH:14][C:13]=2[Cl:22])=[O:10])[CH:6]=[CH:5][CH:4]=[CH:3][CH:2]=1.C=O.[CH:25]1C=CC=CC=1.CO>CN(C)C=O.O>[C:1]1([N:7]2[CH2:8][C:9](=[O:10])[N:11]([C:12]3[CH:17]=[CH:16][C:15]([S:18](=[O:21])(=[O:20])[NH2:19])=[CH:14][C:13]=3[Cl:22])[CH2:25]2)[CH:6]=[CH:5][CH:4]=[CH:3][CH:2]=1. Procedure details: 2-Phenylamino-N-(2-chloro-4-sulphamoylphenyl)-acetamide (0.8g) was dissolved in dimethylformamide (20ml) and paraformaldehyde (100 g) in water (5 ml) added thereto. The mixture was kept at 80° for 24 hours and then the DMF was evaporated. The residue was recrystallised from ethanol to yield the product (500 mg.), m.p. 204°; mixed melting point with the product of Example 3(c) 206°. The product was found identical with the product of Example 3(c) on thin layer chromatography (Kieselgel F254, Merc... The reactants are CC(C)C[Al+]CC(C)C, C1CCOC1, COC(=O)CC1=C(C)c2ccccc2C1=Cc1ccc(SC)cc1, Cc1ccccc1, Cl, [H-]. Product: CSc1ccc(C=C2C(CCO)=C(C)c3ccccc32)cc1. Reaction SMILES: [CH2:26]([Al+:27][CH2:28][CH:29]([CH3:30])[CH3:31])[CH:32]([CH3:33])[CH3:34].[CH2:43]1[O:44][CH2:45][CH2:46][CH2:47]1.[CH3:1][C:2]1=[C:3]([CH2:20][C:21](=[O:22])[O:23][CH3:24])[C:4](=[CH:11][c:12]2[cH:13][cH:14][c:15]([S:18][CH3:19])[cH:16][cH:17]2)[c:5]2[cH:6][cH:7][cH:8][cH:9][c:10]21.[CH3:35][c:36]1[cH:37][cH:38][cH:39][cH:40][cH:41]1.[ClH:42].[H-:25]>>[CH3:1][C:2]1=[C:3]([CH2:20][CH2:21][OH:22])[C:4](=[CH:11][c:12]2[cH:13][cH:14][c:15]([S:18][CH3:19])[cH:16][cH:17]2)[c:5]2[cH:6][cH:7][cH:8][cH:9][c:10]21. Starting materials: C(C)OC(CCC(C(C)=O)C(C)=O)=O (4-acetyl-5-oxohexanoic acid ethyl ester), C(C=C)(=O)OCC(C)(COC(C=C)=O)C (neopentyl glycol diacrylate). The reagents and catalysts are N12CCCCCC2=NCCC1 (1,8-diazabicyclo-[5.4.0]-undec-7-ene). Run at time 3 hour. The product is C(C)(=O)C(CCC(=O)OCC(COC(CCC(C(C)=O)(CCC(=O)OCC)C(C)=O)=O)(C)C)(CCC(=O)OCC)C(C)=O (3-{4-Acetyl-4-[2-(ethoxycarbonyl)ethyl]-5-oxohexanoyloxy}-2,2-dimethylpropyl ethyl 4,4-diacetylheptane-1,7-dioate). RXN SMILES: [CH2:1]([O:3][C:4](=[O:14])[CH2:5][CH2:6][CH:7]([C:11](=[O:13])[CH3:12])[C:8](=[O:10])[CH3:9])[CH3:2].[C:15]([O:19][CH2:20][C:21]([CH3:29])([CH2:23][O:24][C:25](=[O:28])[CH:26]=[CH2:27])[CH3:22])(=[O:18])[CH:16]=[CH2:17]>N12CCCN=C1CCCCC2>[C:8]([C:7]([C:11](=[O:13])[CH3:12])([CH2:6][CH2:5][C:4]([O:3][CH2:1][CH3:2])=[O:14])[CH2:17][CH2:16][C:15]([O:19][CH2:20][C:21]([CH3:29])([CH3:22])[CH2:23][O:24][C:25](=[O:28])[CH2:26][CH2:27][C:7]([C:8](=[O:10])[CH3:9])([CH2:6][CH2:5][C:4]([O:3][CH2:1][CH3:2])=[O:14])[C:11](=[O:13])[CH3:12])=[O:18])(=[O:10])[CH3:9]. Reported procedure: 5.0 g of 4-acetyl-5-oxohexanoic acid ethyl ester and five drops 1,8-diazabicyclo-[5.4.0]-undec-7-ene were mixed and 2.6 g of neopentyl glycol diacrylate was added dropwise. The mixture was stirred for three hours to yield a highly viscous colorless oil. Gel permeation chromatography showed a main peak at 690 g/mol, nuclear magnetic resonance spectra and infrared spectrum are according to the expected structure. The reactants are [H-].[Na+] (NaH), ClC1=NN(C=C1N(C(CC1C(NC1)=O)=O)CC)C=1C=NC=CC1 (N-(3-chloro-1-(pyridin-3-yl)-1H-pyrazol-4-yl)-N-ethyl-2-(2- oxoazetidin-3-yl)acetamide), CI (methyl iodide). Run in CN(C)C=O (DMF), CN(C)C=O (DMF), CN(C)C=O (DMF). Run at time 1 minute. Product: ClC1=NN(C=C1N(C(CC1C(N(C1)C)=O)=O)CC)C=1C=NC=CC1 (N-(3-chloro-1-(pyridin-3-yl)-1H-pyrazol-4-yl)-N-ethyl-2-(1-methyl-2-oxoazetidin-3-yl)acetamide), gum. The yield is 31.0%. RXN SMILES: [H-].[Na+].[Cl:3][C:4]1[C:8]([N:9]([CH2:18][CH3:19])[C:10](=[O:17])[CH2:11][CH:12]2[CH2:15][NH:14][C:13]2=[O:16])=[CH:7][N:6]([C:20]2[CH:21]=[N:22][CH:23]=[CH:24][CH:25]=2)[N:5]=1.[CH3:26]I>CN(C=O)C>[Cl:3][C:4]1[C:8]([N:9]([CH2:18][CH3:19])[C:10](=[O:17])[CH2:11][CH:12]2[CH2:15][N:14]([CH3:26])[C:13]2=[O:16])=[CH:7][N:6]([C:20]2[CH:21]=[N:22][CH:23]=[CH:24][CH:25]=2)[N:5]=1 |f:0.1|. Reported procedure: To a suspension of NaH (60% dispersion in oil, 0.029 g, 0.72 mmol) in DMF (2 mL) was added N-(3-chloro-1-(pyridin-3-yl)-1H-pyrazol-4-yl)-N-ethyl-2-(2- oxoazetidin-3-yl)acetamide (0.20 g, 0.60 mmol) in DMF (0.5 mL), dropwise, at a temperature of about −10° C. over one minute. The reaction mixture was charged with methyl iodide (0.093 g, 0.66 mmol) in DMF (0.5 mL), dropwise, and stirred for 5 minutes. The reaction mixture was quenched with ice water (10 mL) and extracted with EtOAc (3×15 mL). The ... The reactants are C12(CC3CC(CC(C1)C3)C2)C(=O)O (adamantane carboxylic acid), C(C)O (ethanol), [OH-].[Na+] (sodium hydroxide). Run in CO (methanol). Run at time 15 minute. The product is C12(CC3CC(CC(C1)C3)C2)C(=O)[O-].[Na+] (sodium adamantane carboxylate). RXN SMILES: [C:1]12([C:11]([OH:13])=[O:12])[CH2:10][CH:5]3[CH2:6][CH:7]([CH2:9][CH:3]([CH2:4]3)[CH2:2]1)[CH2:8]2.C(O)C.[OH-].[Na+:18]>CO>[C:1]12([C:11]([O-:13])=[O:12])[CH2:10][CH:5]3[CH2:6][CH:7]([CH2:9][CH:3]([CH2:4]3)[CH2:2]1)[CH2:8]2.[Na+:18] |f:2.3,5.6|. Procedure: Approximately 10 g (0.06 mole) of adamantane carboxylic acid was added to 150 ml of ethanol. An equivalent number of moles (2.2 g) of sodium hydroxide also was added to the methanol and the solution was stirred for approximately 15 minutes. This resulted in the formation of sodium adamantane carboxylate. To this reaction mixture was added 7.72 g (0.05 mole) of onitrobenzyl chloride. The resulting solution was heated to reflux temperature and stirred at this temperature for 3 hours. The ester thu... Starting materials: ice water, ClCCCOC=1C(=C(OCCCC(=O)O)C(=CC1)C(C)O)CCC ((-)-4-[3-(3-chloropropoxy)-6-(1-hydroxyethyl)-2-propylphenoxy] butanoic acid), OC1=C(C=CC(=C1CCC)S)C(C)=O ((2-hydroxy-4-mercapto-3-propylphenyl) ethanone), C([O-])([O-])=O.[K+].[K+] (potassium carbonate), Cl (hydrochloric acid). The solvent is CN(C=O)C (dimethylformamide). The product is C(C)(=O)C1=C(C(=C(C=C1)SCCCOC=1C(=C(OCCCC(=O)O)C(=CC1)C(C)O)CCC)CCC)O ((-)-4-[3-(3-(4-acetyl-3-hydroxy-2-propylphenylthio) propoxy)-6-(1-hydroxyethyl)-2-propylphenoxy] butanoic acid). The yield is 35.9%. Reaction SMILES: Cl[CH2:2][CH2:3][CH2:4][O:5][C:6]1[C:7]([CH2:22][CH2:23][CH3:24])=[C:8]([C:16]([CH:19]([OH:21])[CH3:20])=[CH:17][CH:18]=1)[O:9][CH2:10][CH2:11][CH2:12][C:13]([OH:15])=[O:14].[OH:25][C:26]1[C:31]([CH2:32][CH2:33][CH3:34])=[C:30]([SH:35])[CH:29]=[CH:28][C:27]=1[C:36](=[O:38])[CH3:37].C(=O)([O-])[O-].[K+].[K+].Cl>CN(C)C=O>[C:36]([C:27]1[CH:28]=[CH:29][C:30]([S:35][CH2:2][CH2:3][CH2:4][O:5][C:6]2[C:7]([CH2:22][CH2:23][CH3:24])=[C:8]([C:16]([CH:19]([OH:21])[CH3:20])=[CH:17][CH:18]=2)[O:9][CH2:10][CH2:11][CH2:12][C:13]([OH:15])=[O:14])=[C:31]([CH2:32][CH2:33][CH3:34])[C:26]=1[OH:25])(=[O:38])[CH3:37] |f:2.3.4|. Procedure: A mixed solution of 55.9 mg of (-)-4-[3-(3-chloropropoxy)-6-(1-hydroxyethyl)-2-propylphenoxy] butanoic acid, 39.3 mg of (2-hydroxy-4-mercapto-3-propylphenyl) ethanone, 51.7 mg of potassium carbonate and 1 ml of dimethylformamide was stirred at room temperature for 6 hours. The reaction mixture was poured into ice water, acidified with 1N-hydrochloric acid, and extracted with ethyl acetate. After washed with water and saturated aqueous solution of sodium chloride, the organic layer was dried over... Reactants: C(C)[Mg]Br (ethyl magnesium bromide), [Mg] (magnesium), C(C)Br (ethyl bromide), C(C)N(CC)CC#C (N,N-diethyl propargylamine), C(C1=CC=CC=C1)=O (benzaldehyde). Solvent: CCOCC (ether), CCOCC (ether), CCOCC (ether), O1CCCC1 (tetrahydrofuran), O1CCCC1 (tetrahydrofuran), C(C)(=O)OCC (ethyl acetate), O (water). The product is C1(=CC=CC=C1)C(C#CCN(CC)CC)O (N-(4-phenyl-4-hydroxy-2-butynyl)-N,N-diethylamine). As a reaction SMILES: C([Mg]Br)C.[Mg].C(Br)C.[CH2:9]([N:11]([CH2:14][C:15]#[CH:16])[CH2:12][CH3:13])[CH3:10].[CH:17](=[O:24])[C:18]1[CH:23]=[CH:22][CH:21]=[CH:20][CH:19]=1>CCOCC.O1CCCC1.C(OCC)(=O)C.O>[C:18]1([CH:17]([OH:24])[C:16]#[C:15][CH2:14][N:11]([CH2:12][CH3:13])[CH2:9][CH3:10])[CH:23]=[CH:22][CH:21]=[CH:20][CH:19]=1. Procedure: To a solution of ethyl magnesium bromide in anhydrous ether, prepared from magnesium (584 mg) in ether (25 ml) and ethyl bromide (3.00 g) in ether (5 ml) in a conventional manner, was added a solution of N,N-diethyl propargylamine (2.70 g) in anhydrous tetrahydrofuran (8 ml) with stirring at room temperature, and the resulting mixture was stirred under reflux for 30 minutes. To the resulting solution was added dropwise a solution of benzaldehyde (2.54 g) in anhydrous tetrahydrofuran (7 ml) at a ...